describe an organic reaction: reactants, conditions, products, and yield From a dataset of the Open Reaction Database (ORD), a public repository of structured organic reaction records. RXN SMILES: Cl.[C:2]1([N:8]([CH2:32][CH2:33][C:34]([O:36][CH3:37])=[O:35])[C:9]([C:11]2[CH:31]=[CH:30][C:14]3[N:15]([CH3:29])[C:16]([CH2:18][NH:19][C:20]4[CH:25]=[CH:24][C:23]([C:26](=[NH:28])[NH2:27])=[CH:22][CH:21]=4)=[N:17][C:13]=3[CH:12]=2)=[O:10])[CH:7]=[CH:6][CH:5]=[CH:4][CH:3]=1.Cl[C:39]([O:41][CH:42]1[CH2:47][CH2:46][CH2:45][CH2:44][CH2:43]1)=[O:40]>ClCCl.C(O)C>[C:2]1([N:8]([CH2:32][CH2:33][C:34]([O:36][CH3:37])=[O:35])[C:9]([C:11]2[CH:31]=[CH:30][C:14]3[N:15]([CH3:29])[C:16]([CH2:18][NH:19][C:20]4[CH:25]=[CH:24][C:23]([C:26](=[NH:27])[NH:28][C:39]([O:41][CH:42]5[CH2:47][CH2:46][CH2:45][CH2:44][CH2:43]5)=[O:40])=[CH:22][CH:21]=4)=[N:17][C:13]=3[CH:12]=2)=[O:10])[CH:3]=[CH:4][CH:5]=[CH:6][CH:7]=1 |f:0.1,3.4|. Procedure: Prepared analogously to Example 90 from 1-methyl-2-[N-(4-amidinophenyl)aminomethyl]benzimidazol-5-yl-carboxylic acid-N-phenyl-N-(2-methoxycarbonylethyl)amide hydrochloride and cyclohexyl chloroformate. Yield: 25% of theory, C34H38N6O5 (610.7); Rf value: 0.44 (silica gel; dichloromethane/ethanol=19:1); EKA mass spectrum: (M+H)+=611; (M+2H)++=306. The solvent is ClCCl.C(C)O (dichloromethane ethanol). The product is C1(=CC=CC=C1)N(C(=O)C1=CC2=C(N(C(=N2)CNC2=CC=C(C=C2)C(NC(=O)OC2CCCCC2)=N)C)C=C1)CCC(=O)OC (1-Methyl-2-[N-[4-(N-cyclohexyloxycarbonylamidino)phenyl]aminomethyl]benzimidazol-5-yl-carboxylic acid-N-phenyl-N-(2-methoxycarbonylethyl)amide). Starting materials: Cl.C1(=CC=CC=C1)N(C(=O)C1=CC2=C(N(C(=N2)CNC2=CC=C(C=C2)C(N)=N)C)C=C1)CCC(=O)OC (1-methyl-2-[N-(4-amidinophenyl)aminomethyl]benzimidazol-5-yl-carboxylic acid-N-phenyl-N-(2-methoxycarbonylethyl)amide hydrochloride), ClC(=O)OC1CCCCC1 (cyclohexyl chloroformate), C34H38N6O5. The yield is 25.0%. Product: CCOC(OCC)P(=O)(CCC(C)N)OCC. The reactants are [BH3-]C#N, CC(=O)[O-], CO, Cl, [NH4+], [Na+], CCOC(OCC)P(=O)(CCC(C)=O)OCC. RXN SMILES: [C:23](#[N:24])[BH3-:25].[CH3:19][C:20](=[O:21])[O-:22].[CH3:28][OH:29].[ClH:27].[NH4+:18].[Na+:26].[O:1]=[C:2]([CH2:3][CH2:4][P:5]([O:6][CH2:7][CH3:8])(=[O:9])[CH:10]([O:11][CH2:12][CH3:13])[O:14][CH2:15][CH3:16])[CH3:17]>>[CH:2]([CH2:3][CH2:4][P:5]([O:6][CH2:7][CH3:8])(=[O:9])[CH:10]([O:11][CH2:12][CH3:13])[O:14][CH2:15][CH3:16])([CH3:17])[NH2:24].